describe an organic reaction: reactants, conditions, products, and yield From a dataset of the Open Reaction Database (ORD), a public repository of structured organic reaction records. The reactants are FC1=CC=C(C(=O)C(C#N)=C(CC)OC)C=C1 (2-(p-fluorobenzoyl)-3-methoxy-2-pentenonitrile), Cl (hydrochloric acid). Run in C(Cl)(Cl)Cl (chloroform). Reaction conditions: time 24 hour. Yields the product FC1=CC=C(C(=O)C(C#N)=C(CC)O)C=C1 (2-(p-Fluorobenzoyl)-3-hydroxy-2-pentenonitrile). Reaction SMILES: [F:1][C:2]1[CH:17]=[CH:16][C:5]([C:6]([C:8](=[C:11]([O:14]C)[CH2:12][CH3:13])[C:9]#[N:10])=[O:7])=[CH:4][CH:3]=1.Cl>C(Cl)(Cl)Cl>[F:1][C:2]1[CH:3]=[CH:4][C:5]([C:6]([C:8](=[C:11]([OH:14])[CH2:12][CH3:13])[C:9]#[N:10])=[O:7])=[CH:16][CH:17]=1. Procedure details: A two-phase mixture of 5.0 g. 2-(p-fluorobenzoyl)-3-methoxy-2-pentenonitrile in 50 ml. of chloroform is stirred with a 50 ml. solution of aqueous 1 N hydrochloric acid. After 24 hours, the organic phase is separated and evaporated. The residue is recrystallized from chloroform to yield the title compound. Starting materials: [N+](=O)([O-])C1=CC=C(C=C1)OC(O[C@@H](C)C(N[C@H]1[C@H](OC2=C(NC1=O)C=CC=C2)C)=O)=O (carbonic acid (S)-1-((6R,7S)-6-methyl-8-oxo-6,7,8,9-tetrahydro-5-oxa-9-aza-benzocyclohepten-7-ylcarbamoyl)-ethyl ester 4-nitro-phenyl ester), FC(CN)(C(F)(F)F)F (2,2,3,3,3-pentafluoropropylamine). Reaction conditions: time 8 hour. Product: C[C@H]1OC2=C(NC([C@H]1NC(=O)[C@H](C)OC(NCC(C(F)(F)F)(F)F)=O)=O)C=CC=C2 ((2,2,3,3,3-Pentafluoro-propyl)-carbamic acid (S)-1-((6R,7S)-6-methyl-8-oxo-6,7,8,9-tetrahydro-5-oxa-9-aza-benzocyclohepten-7-ylcarbamoyl)-ethyl ester). As a reaction SMILES: [N+](C1C=CC(O[C:11](=[O:31])[O:12][C@H:13]([C:15](=[O:30])[NH:16][C@@H:17]2[C:23](=[O:24])[NH:22][C:21]3[CH:25]=[CH:26][CH:27]=[CH:28][C:20]=3[O:19][C@@H:18]2[CH3:29])[CH3:14])=CC=1)([O-])=O.[F:32][C:33]([F:40])([C:36]([F:39])([F:38])[F:37])[CH2:34][NH2:35]>>[CH3:29][C@@H:18]1[C@H:17]([NH:16][C:15]([C@@H:13]([O:12][C:11](=[O:31])[NH:35][CH2:34][C:33]([F:40])([F:32])[C:36]([F:39])([F:38])[F:37])[CH3:14])=[O:30])[C:23](=[O:24])[NH:22][C:21]2[CH:25]=[CH:26][CH:27]=[CH:28][C:20]=2[O:19]1. Procedure details: A mixture of 60 mg (0.14 mmol) of carbonic acid (S)-1-((6R,7S)-6-methyl-8-oxo-6,7,8,9-tetrahydro-5-oxa-9-aza-benzocyclohepten-7-ylcarbamoyl)-ethyl ester 4-nitro-phenyl ester and 0.304 ml (2.8 mmol) of 2,2,3,3,3-pentafluoropropylamine was stirred at room temperature overnight. The mixture was purified by flash-chromatography on silica gel using an ascending gradient of ethyl acetate in heptane as the eluent to yield 60 mg (98% of theory) of the title compound as a white solid, MS m/e (%): 440.3 (...